Dataset: the Open Reaction Database (ORD), a public repository of structured organic reaction records. Task: describe an organic reaction: reactants, conditions, products, and yield The reactants are COc1ccc(-c2nc3c(C)cccc3c(=O)n2C)cc1, CCOC(C)=O, ClCCl, FB(F)F, [Na+], [OH-]. Product: Cc1cccc2c(=O)n(C)c(-c3ccc(O)cc3)nc12. Reaction SMILES: [CH3:1][O:2][c:3]1[cH:4][cH:5][c:6](-[c:9]2[n:10][c:11]3[c:12]([CH3:21])[cH:13][cH:14][cH:15][c:16]3[c:17](=[O:20])[n:18]2[CH3:19])[cH:7][cH:8]1.[CH3:31][CH2:32][O:33][C:34](=[O:35])[CH3:36].[Cl:28][CH2:29][Cl:30].[F:22][B:23]([F:24])[F:25].[Na+:27].[OH-:26]>>[OH:2][c:3]1[cH:4][cH:5][c:6](-[c:9]2[n:10][c:11]3[c:12]([CH3:21])[cH:13][cH:14][cH:15][c:16]3[c:17](=[O:20])[n:18]2[CH3:19])[cH:7][cH:8]1. Reactants: C(=O)(N1C=NC=C1)N1C=NC=C1 (carbonyldiimidazole), C(=O)(O)COC1=CC=C(C=C1)C1=CC=C(C=C1)C#N (4-(carboxymethyloxy)-4'-cyano-biphenyl), N1CC(CCC1)C(=O)OCC (ethyl piperidine-3-carboxylate). Solvent: O1CCCC1 (tetrahydrofuran). Run at time 0.5 hour. The product is C(#N)C1=CC=C(C=C1)C1=CC=C(C=C1)OCC(=O)N1CC(CCC1)C(=O)OCC (4-Cyano-4'-[[(3-ethoxycarbonylpiperidino)carbonyl]-methyloxy]biphenyl). RXN SMILES: C(N1C=CN=C1)(N1C=CN=C1)=O.[C:13]([CH2:16][O:17][C:18]1[CH:23]=[CH:22][C:21]([C:24]2[CH:29]=[CH:28][C:27]([C:30]#[N:31])=[CH:26][CH:25]=2)=[CH:20][CH:19]=1)([OH:15])=O.[NH:32]1[CH2:37][CH2:36][CH2:35][CH:34]([C:38]([O:40][CH2:41][CH3:42])=[O:39])[CH2:33]1>O1CCCC1>[C:30]([C:27]1[CH:28]=[CH:29][C:24]([C:21]2[CH:22]=[CH:23][C:18]([O:17][CH2:16][C:13]([N:32]3[CH2:37][CH2:36][CH2:35][CH:34]([C:38]([O:40][CH2:41][CH3:42])=[O:39])[CH2:33]3)=[O:15])=[CH:19][CH:20]=2)=[CH:25][CH:26]=1)#[N:31]. Procedure details: 5.35 g of carbonyldiimidazole are added to a solution of 7.6 g of 4-(carboxymethyloxy)-4'-cyano-biphenyl (prepared from 4-cyano-4'-hydroxy-biphenyl and tert.butyl bromoacetate according to Example 13, but with potassium tert.butoxide as base, and subsequent ester cleaving with trifluoroacetic acid) in 30 ml of tetrahydrofuran and the resulting mixture is stirred for 0.5 hours at ambient temperature. 5.1 ml of ethyl piperidine-3-carboxylate are added and the mixture is stirred for 22 hours at amb... Starting materials: CCC(Nc1ccc(F)cc1[N+](=O)[O-])C(=O)O, O=[N+]([O-])c1ccc(F)cc1F. Product: CCC(Nc1cc(F)ccc1[N+](=O)[O-])C(=O)O. RXN SMILES: [F:12][c:13]1[cH:14][cH:15][c:16]([NH:19][CH:20]([C:21](=[O:22])[OH:23])[CH2:24][CH3:25])[c:17]([N+:18]([O-:26])=[O:27])[cH:28]1.[F:1][c:2]1[c:3]([N+:9](=[O:10])[O-:11])[cH:4][cH:5][c:6]([F:8])[cH:7]1>>[c:2]1([NH:19][CH:20]([C:21](=[O:22])[OH:23])[CH2:24][CH3:25])[c:3]([N+:9](=[O:10])[O-:11])[cH:4][cH:5][c:6]([F:8])[cH:7]1. Reactants: BrC1=CN=C(C=2N1C=C(N2)CCC2=NC1=CC=CC=C1C=C2)N2CCOCC2 (4-(5-Bromo-2-(2-(quinolin-2-yl)ethyl)imidazo[1,2-a]pyrazin-8-yl)morpholine), CC1(OB(OC1(C)C)C1=CC=C(C=C1)N1N=CN(C1=O)COCC[Si](C)(C)C)C (1-(4-(4,4,5,5-Tetramethyl-1,3,2-dioxaborolan-2-yl)phenyl)-4-((2-(trimethylsilyl)ethoxy)methyl)-1H-1,2,4-triazol-5(4H)-one), C(=O)([O-])[O-].[Na+].[Na+] (Na2CO3). Reagents/catalysts: C1=CC=C(C=C1)P([C-]2C=CC=C2)C3=CC=CC=C3.C1=CC=C(C=C1)P([C-]2C=CC=C2)C3=CC=CC=C3.Cl[Pd]Cl.[Fe+2].C(Cl)Cl (PdCl2(dppf) DCM). Conditions: temperature 90 celsius, time 5 hour. The product is O1CCN(CC1)C=1C=2N(C(=CN1)C1=CC=C(C=C1)N1N=CN(C1=O)COCC[Si](C)(C)C)C=C(N2)CCC2=NC1=CC=CC=C1C=C2 (1-(4-(8-Morpholino-2-(2-(quinolin-2-yl)ethyl)imidazo[1,2-a]pyrazin-5-yl)phenyl)-4-((2-(trimethylsilyl)ethoxy)methyl)-1H-1,2,4-triazol-5(4H)-one). RXN SMILES: Br[C:2]1[N:7]2[CH:8]=[C:9]([CH2:11][CH2:12][C:13]3[CH:22]=[CH:21][C:20]4[C:15](=[CH:16][CH:17]=[CH:18][CH:19]=4)[N:14]=3)[N:10]=[C:6]2[C:5]([N:23]2[CH2:28][CH2:27][O:26][CH2:25][CH2:24]2)=[N:4][CH:3]=1.CC1(C)C(C)(C)OB([C:37]2[CH:42]=[CH:41][C:40]([N:43]3[C:47](=[O:48])[N:46]([CH2:49][O:50][CH2:51][CH2:52][Si:53]([CH3:56])([CH3:55])[CH3:54])[CH:45]=[N:44]3)=[CH:39][CH:38]=2)O1.C([O-])([O-])=O.[Na+].[Na+]>C1C=CC(P(C2C=CC=CC=2)[C-]2C=CC=C2)=CC=1.C1C=CC(P(C2C=CC=CC=2)[C-]2C=CC=C2)=CC=1.Cl[Pd]Cl.[Fe+2].C(Cl)Cl>[O:26]1[CH2:27][CH2:28][N:23]([C:5]2[C:6]3[N:7]([CH:8]=[C:9]([CH2:11][CH2:12][C:13]4[CH:22]=[CH:21][C:20]5[C:15](=[CH:16][CH:17]=[CH:18][CH:19]=5)[N:14]=4)[N:10]=3)[C:2]([C:37]3[CH:38]=[CH:39][C:40]([N:43]4[C:47](=[O:48])[N:46]([CH2:49][O:50][CH2:51][CH2:52][Si:53]([CH3:56])([CH3:55])[CH3:54])[CH:45]=[N:44]4)=[CH:41][CH:42]=3)=[CH:3][N:4]=2)[CH2:24][CH2:25]1 |f:2.3.4,5.6.7.8.9|. Procedure details: A mixture of compound 3a (102 mg, 0.233 mmol), compound 84d (97.1 mg, 0.233 mmol, PdCl2(dppf)-DCM (5.7 mg, 0.0070 mmol), and Ar-degassed aqueous 2M Na2CO3 (0.582 mL, 1.16 mmol) in Argon-degassed 1,4-dioxane (4 mL) was further degassed with Argon for 3 min and then stirred at 90° C. for 5 h. After cooling to rt, the reaction mixture was concentrated under reduced pressure to a brown oil which was purified by flash column chromatography on silica gel (40-100% EtOAc-DCM, followed by 100% EtOAc) to ... Starting materials: CN(C)C(OC(C)(C)C)OC(C)(C)C, CCOC(C)=O, Cc1ccccc1, COc1cc(F)c(C(=O)O)c(F)c1. Product: COc1cc(F)c(C(=O)OC(C)(C)C)c(F)c1. Reaction SMILES: [C:1]([O:5][CH:6]([N:2]([CH3:3])[CH3:4])[O:10][C:11]([CH3:12])([CH3:13])[CH3:14])([CH3:7])([CH3:8])[CH3:9].[CH3:28][CH2:29][O:30][C:31](=[O:32])[CH3:33].[CH3:34][c:35]1[cH:36][cH:37][cH:38][cH:39][cH:40]1.[F:15][c:16]1[c:17]([C:18]([OH:19])=[O:20])[c:21]([F:27])[cH:22][c:23]([O:25][CH3:26])[cH:24]1>>[O:5]=[C:6]([O:10][C:11]([CH3:12])([CH3:13])[CH3:14])[c:17]1[c:16]([F:15])[cH:24][c:23]([O:25][CH3:26])[cH:22][c:21]1[F:27]. Reactants: C(C)OC(=O)C=1N=CC=2NC=3C=C(C=CC3C2N1)OC (7-methoxy-5H-pyrimido[5,4-b]indole-2-carboxylic acid ethyl ester), NC1=C(C#N)C=CC(=C1)OC (2-amino-4-methoxybenzonitrile). Product: C(C)OC(=O)C=1N=CC=2NC=3C=CC=C(C3C2N1)OC (9-Methoxy-5H-pyrimido[5,4-b]indole-2-carboxylic Acid Ethyl Ester). Reaction SMILES: [CH2:1]([O:3][C:4]([C:6]1[N:7]=[CH:8][C:9]2[NH:10][C:11]3[CH:12]=[C:13](OC)[CH:14]=[CH:15][C:16]=3[C:17]=2[N:18]=1)=[O:5])[CH3:2].NC1C=[C:28]([O:30]C)C=CC=1C#N>>[CH2:1]([O:3][C:4]([C:6]1[N:7]=[CH:8][C:9]2[NH:10][C:11]3[CH:12]=[CH:13][CH:14]=[C:15]([O:30][CH3:28])[C:16]=3[C:17]=2[N:18]=1)=[O:5])[CH3:2]. Procedure: The 7-methoxy-5H-pyrimido[5,4-b]indole-2-carboxylic acid ethyl ester is produced analogously, but starting with 2-amino-4-methoxybenzonitrile. Reactants: O=C1N(CCC2=C1C=CS2)C(C)=O (4-oxo-5-acetyl-4,5,6,7-tetrahydro-thieno[3,2-c]pyridine), Cl (hydrochloric acid). Solvent: C(C)O (ethanol). Conditions: time 4 hour. Product: O=C1NCCC2=C1C=CS2 (4-Oxo-4,5,6,7-tetrahydro-thieno[3,2-c]pyridine). The yield is 70.0%. Reaction SMILES: [O:1]=[C:2]1[C:7]2[CH:8]=[CH:9][S:10][C:6]=2[CH2:5][CH2:4][N:3]1C(=O)C.Cl>C(O)C>[O:1]=[C:2]1[C:7]2[CH:8]=[CH:9][S:10][C:6]=2[CH2:5][CH2:4][NH:3]1. Procedure: An initially heterogeneous mixture of 4-oxo-5-acetyl-4,5,6,7-tetrahydro-thieno[3,2-c]pyridine (13.6 g; 0.069 mole) from Example 5, ethanol (50 ml) and 6 N hydrochloric acid (50 ml) is stirred for 4 hours at room temperature. The reaction mixture is concentrated in vacuo, the residue is made slightly basic by addition of sodium hydroxide and is then extracted with methylene chloride. The organic extracts are washed with water, dried over sodium sulfate and evaporated to dryness. The resulting res... The reactants are C1=CC=CC=2SC3=CC=CC=C3NC12 (phenothiazin), C(=C)OCC (ethyl vinyl ether), C(C(=C)C)(=O)O (methacrylic acid), C([O-])(O)=O.[Na+] (sodium bicarbonate), C1(=CC=C(C=C1)S(=O)(=O)[O-])C.[NH+]1=CC=CC=C1 (pyridinium p-toluenesulfonate). The reagents and catalysts are S(=O)(=O)([O-])[O-].[Na+].[Na+] (sodium sulfate). Reaction conditions: time 4 hour. Yields the product C(C(=C)C)(=O)OC(C)OCC (1-ethoxyethyl methacrylate). The yield is 84.7%. RXN SMILES: C1C2NC3C(=CC=CC=3)SC=2C=CC=1.[CH:15]([O:17][CH2:18][CH3:19])=[CH2:16].[C:20]([OH:25])(=[O:24])[C:21]([CH3:23])=[CH2:22].C1(C)C=CC(S([O-])(=O)=O)=CC=1.[NH+]1C=CC=CC=1.C(=O)(O)[O-].[Na+]>S([O-])([O-])(=O)=O.[Na+].[Na+]>[C:20]([O:25][CH:15]([O:17][CH2:18][CH3:19])[CH3:16])(=[O:24])[C:21]([CH3:23])=[CH2:22] |f:3.4,5.6,7.8.9|. Reported procedure: 0.5 Grams of phenothiazin is added to 144.2 g (2 moles) of ethyl vinyl ether and 86.1 g (1 mole) of methacrylic acid is dropwise added thereto at 10° C. or lower, followed by stirring at room temperature for 4 hours. 5.0 Grams of pyridinium p-toluenesulfonate is added to the resultant, followed by conducting a reaction with stirring at room temperature for 2 hours and allowing to stand for overnight at room temperature. 5 Grams of sodium bicarbonate and 5 g of sodium sulfate are added to the rea... Starting materials: C1=CC=CC=2C(C3=C(CCC21)C=CC=C3)=CCOC3=CC=C(C=C3)CC(C(=O)OCC)OCC (Ethyl 3-{4-[2-(10,11-dihydro-dibenzo[a,d]cyclohepten-5-ylidene)-ethoxy]-phenyl}-2-ethoxy-propionate), [OH-].[Na+] (sodium hydroxide). Solvent: C(C)O (ethanol). Run at time 3 hour. The product is C1=CC=CC=2C(C3=C(CCC21)C=CC=C3)=CCOC3=CC=C(C=C3)CC(C(=O)O)OCC (3-{4-[2-(10,11-Dihydro-dibenzo[a,d]cyclohepten-5-ylidene)-ethoxy]-phenyl}-2-ethoxy-propionic acid). As a reaction SMILES: [CH:1]1[C:11]2[CH2:10][CH2:9][C:8]3[CH:12]=[CH:13][CH:14]=[CH:15][C:7]=3[C:6](=[CH:16][CH2:17][O:18][C:19]3[CH:24]=[CH:23][C:22]([CH2:25][CH:26]([O:32][CH2:33][CH3:34])[C:27]([O:29]CC)=[O:28])=[CH:21][CH:20]=3)[C:5]=2[CH:4]=[CH:3][CH:2]=1.[OH-].[Na+]>C(O)C>[CH:1]1[C:11]2[CH2:10][CH2:9][C:8]3[CH:12]=[CH:13][CH:14]=[CH:15][C:7]=3[C:6](=[CH:16][CH2:17][O:18][C:19]3[CH:20]=[CH:21][C:22]([CH2:25][CH:26]([O:32][CH2:33][CH3:34])[C:27]([OH:29])=[O:28])=[CH:23][CH:24]=3)[C:5]=2[CH:4]=[CH:3][CH:2]=1 |f:1.2|. Procedure details: Ethyl 3-{4-[2-(10,11-dihydro-dibenzo[a,d]cyclohepten-5-ylidene)-ethoxy]-phenyl}-2-ethoxy-propionate (2.3 g, 53.7 mmol) was dissolved in ethanol (25 ml), 15% sodium hydroxide (7 ml) was added, and the mixture stirred at room temperature for 3 h and stood overnight. The solution was evaporated, water (30 ml) added to the residue, and the mixture acidified to pH 6 with acetic acid (1.6 ml). The product was extracted with dichloromethane (3×20 ml), and the dichloromethane solution washed with water ...